From a dataset of the Open Reaction Database (ORD), a public repository of structured organic reaction records. describe an organic reaction: reactants, conditions, products, and yield The reactants are B, C1CCOC1, CO, O=C(CCl)c1ccc(Cl)cc1Cl, O. The product is OC(CCl)c1ccc(Cl)cc1Cl. As a reaction SMILES: [BH3:1].[CH2:17]1[O:18][CH2:19][CH2:20][CH2:21]1.[CH3:14][OH:15].[Cl:2][c:3]1[c:4]([C:5]([CH2:6][Cl:7])=[O:8])[cH:9][cH:10][c:11]([Cl:13])[cH:12]1.[OH2:16]>>[Cl:2][c:3]1[c:4]([CH:5]([CH2:6][Cl:7])[OH:8])[cH:9][cH:10][c:11]([Cl:13])[cH:12]1. The reactants are O (Water), ClC=1C=C(C[C@H](\C=C\C(N[C@H]2C(NCCCC2)=O)=O)N(C(C2=CC(=CC(=C2)C(F)(F)F)C(F)(F)F)=O)C)C=CC1Cl (N-[(E)-(R)-1-(3,4-Dichloro-benzyl)-3-((R)-2-oxo-azepan-3-ylcarbamoyl)-allyl]-N-methyl-3,5-bis-trifluoromethyl-benzamide), O (water). The solvent is CO (methanol). Conditions: time 10 minute. Product: O.ClC=1C=C(C[C@H](\C=C\C(N[C@H]2C(NCCCC2)=O)=O)N(C(C2=CC(=CC(=C2)C(F)(F)F)C(F)(F)F)=O)C)C=CC1Cl.ClC=1C=C(C[C@H](\C=C\C(N[C@H]2C(NCCCC2)=O)=O)N(C(C2=CC(=CC(=C2)C(F)(F)F)C(F)(F)F)=O)C)C=CC1Cl (N-[(E)-(R)-1-(3,4-dichloro-benzyl)-3-((R)-2-oxo-azepan-3-ylcarbamoyl)-allyl]-N-methyl-3,5-bis-trifluoromethyl-benzamide hemihydrate). Yield: 85.5%. RXN SMILES: O.[Cl:2][C:3]1[CH:4]=[C:5]([CH:39]=[CH:40][C:41]=1[Cl:42])[CH2:6][C@@H:7]([N:21]([CH3:38])[C:22](=[O:37])[C:23]1[CH:28]=[C:27]([C:29]([F:32])([F:31])[F:30])[CH:26]=[C:25]([C:33]([F:36])([F:35])[F:34])[CH:24]=1)/[CH:8]=[CH:9]/[C:10](=[O:20])[NH:11][C@@H:12]1[CH2:18][CH2:17][CH2:16][CH2:15][NH:14][C:13]1=[O:19]>CO>[OH2:19].[Cl:2][C:3]1[CH:4]=[C:5]([CH:39]=[CH:40][C:41]=1[Cl:42])[CH2:6][C@@H:7]([N:21]([CH3:38])[C:22](=[O:37])[C:23]1[CH:28]=[C:27]([C:29]([F:30])([F:31])[F:32])[CH:26]=[C:25]([C:33]([F:34])([F:35])[F:36])[CH:24]=1)/[CH:8]=[CH:9]/[C:10](=[O:20])[NH:11][C@@H:12]1[CH2:18][CH2:17][CH2:16][CH2:15][NH:14][C:13]1=[O:19].[Cl:2][C:3]1[CH:4]=[C:5]([CH:39]=[CH:40][C:41]=1[Cl:42])[CH2:6][C@@H:7]([N:21]([CH3:38])[C:22](=[O:37])[C:23]1[CH:28]=[C:27]([C:29]([F:30])([F:31])[F:32])[CH:26]=[C:25]([C:33]([F:34])([F:35])[F:36])[CH:24]=1)/[CH:8]=[CH:9]/[C:10](=[O:20])[NH:11][C@@H:12]1[CH2:18][CH2:17][CH2:16][CH2:15][NH:14][C:13]1=[O:19] |f:3.4.5|. Procedure details: Water (2.6 ml) is added to the stirred solution (10.5 ml) of N-[(E)-(R)-1-(3,4-dichloro-benzyl)-3-((R)-2-oxo-azepan-3-ylcarbamoyl)-allyl]-N-methyl-3,5-bis-trifluoromethyl-benzamide (12) in methanol at approx. 18-22° C., whereupon crystallisation begins. After stirring for approx. 10 minutes, water (1 ml) is added at 18-22° C. over a period of approx. 20 minutes. Stirring at 18-22° C. is continued for 2 hours. The precipitated solids are isolated by filtration and the filter cake is rinsed with a... Starting materials: FC(C(=O)O)(F)F.NC1=NC(=NC=C1C(=O)C1=C(C=CC(=C1)F)OC)NC1CCNCC1 ([4-amino-2-(piperidin-4-ylamino)-pyrimidin-5-yl]-(5-fluoro-2-methoxy-phenyl)-methanone trifluoroacetic acid salt), C(C)(=O)Cl (acetyl chloride). The product is NC1=NC(=NC=C1C(C1=C(C=CC(=C1)F)OC)=O)NC1CCN(CC1)C(C)=O (1-[4-[4-amino-5-(5-fluoro-2-methoxy-benzoyl)-pyrimidin-2-ylamino]-piperidin-1-yl]-ethanone). Reaction SMILES: F[C:2](F)(F)[C:3]([OH:5])=O.[NH2:8][C:9]1[C:14]([C:15]([C:17]2[CH:22]=[C:21]([F:23])[CH:20]=[CH:19][C:18]=2[O:24][CH3:25])=[O:16])=[CH:13][N:12]=[C:11]([NH:26][CH:27]2[CH2:32][CH2:31][NH:30][CH2:29][CH2:28]2)[N:10]=1.C(Cl)(=O)C>>[NH2:8][C:9]1[C:14]([C:15](=[O:16])[C:17]2[CH:22]=[C:21]([F:23])[CH:20]=[CH:19][C:18]=2[O:24][CH3:25])=[CH:13][N:12]=[C:11]([NH:26][CH:27]2[CH2:32][CH2:31][N:30]([C:3](=[O:5])[CH3:2])[CH2:29][CH2:28]2)[N:10]=1 |f:0.1|. Reported procedure: The same procedure as described in Example 60 was used, starting from [4-amino-2-(piperidin-4-ylamino)-pyrimidin-5-yl]-(5-fluoro-2-methoxy-phenyl)-methanone trifluoroacetic acid salt, Example 59, and acetyl chloride (Aldrich) to give 1-[4-[4-amino-5-(5-fluoro-2-methoxy-benzoyl)-pyrimidin-2-ylamino]-piperidin-1-yl]-ethanone. MS (M+H)+, 388. The reactants are ClC1=C(C(=O)NC2=CC(=CC=C2)[N+](=O)[O-])C=CC(=C1)F (2-chloro-4-fluoro-N-(3-nitrophenyl)benzamide), [OH-].[NH4+] (ammonium hydroxide), O.O.Cl[Sn]Cl (SnCl2.2H2O), Cl (hydrochloric acid). Solvent: C(C)O (ethanol). Product: NC=1C=C(C=CC1)NC(C1=C(C=C(C=C1)F)Cl)=O (N-(3-Aminophenyl)-2-chloro-4-fluorobenzamide). The yield is 68.8%. As a reaction SMILES: [Cl:1][C:2]1[CH:19]=[C:18]([F:20])[CH:17]=[CH:16][C:3]=1[C:4]([NH:6][C:7]1[CH:12]=[CH:11][CH:10]=[C:9]([N+:13]([O-])=O)[CH:8]=1)=[O:5].O.O.Cl[Sn]Cl.Cl.[OH-].[NH4+]>C(O)C>[NH2:13][C:9]1[CH:8]=[C:7]([NH:6][C:4](=[O:5])[C:3]2[CH:16]=[CH:17][C:18]([F:20])=[CH:19][C:2]=2[Cl:1])[CH:12]=[CH:11][CH:10]=1 |f:1.2.3,5.6|. Reported procedure: Combine 3-nitroaniline (3.0 g, 21.7 mmol), dichloromethane (100 mL), pyridine (2.11 mL, 26.0 mmol) and 2-chloro-4-fluorobenzoyl chloride (3.07 mL, 23.9 mmol). Stir at room temperature overnight. Filter the white precipitate, rinse with ether (2×10 mL), and dry under vacuum to provide 2-chloro-4-fluoro-N-(3-nitrophenyl)benzamide (4.92 g, 77%). Combine the 2-chloro-4-fluoro-N-(3-nitrophenyl)benzamide (4.92 g, 16.7 mmol) with ethanol (150 mL), SnCl2.2H2O (18.9 g, 83.6 mmol) and concentrated hydroch... The product is Cn1cc(S(=O)c2ccccc2)c2ccccc21. Reactants: CI, CN(C)C=O, [H-], [Na+], O, O=S(c1ccccc1)c1c[nH]c2ccccc12. As a reaction SMILES: [CH3:20][I:21].[CH3:22][N:23]([CH3:24])[CH:25]=[O:26].[H-:1].[Na+:2].[OH2:27].[c:3]1([S:9](=[O:10])[c:11]2[cH:12][nH:13][c:14]3[cH:15][cH:16][cH:17][cH:18][c:19]23)[cH:4][cH:5][cH:6][cH:7][cH:8]1>>[c:3]1([S:9](=[O:10])[c:11]2[cH:12][n:13]([CH3:20])[c:14]3[cH:15][cH:16][cH:17][cH:18][c:19]23)[cH:4][cH:5][cH:6][cH:7][cH:8]1. Starting materials: N#Cc1ccccc1-c1ccc(CBr)cc1, O=C([O-])[O-], CC#N, CCOC(C)=O, CCCc1nc(C(C)F)cc(=O)[nH]1, [K+], [K+]. The product is CCCc1nc(C(C)F)cc(=O)n1Cc1ccc(-c2ccccc2C#N)cc1. As a reaction SMILES: [Br:14][CH2:15][c:16]1[cH:17][cH:18][c:19](-[c:22]2[c:23]([C:28]#[N:29])[cH:24][cH:25][cH:26][cH:27]2)[cH:20][cH:21]1.[C:30](=[O:31])([O-:32])[O-:33].[CH3:36][C:37]#[N:38].[CH3:39][CH2:40][O:41][C:42](=[O:43])[CH3:44].[F:1][CH:2]([CH3:3])[c:4]1[cH:5][c:6](=[O:13])[nH:7][c:8]([CH2:10][CH2:11][CH3:12])[n:9]1.[K+:34].[K+:35]>>[F:1][CH:2]([CH3:3])[c:4]1[cH:5][c:6](=[O:13])[n:7]([CH2:15][c:16]2[cH:17][cH:18][c:19](-[c:22]3[c:23]([C:28]#[N:29])[cH:24][cH:25][cH:26][cH:27]3)[cH:20][cH:21]2)[c:8]([CH2:10][CH2:11][CH3:12])[n:9]1.